Dataset: the Open Reaction Database (ORD), a public repository of structured organic reaction records. Task: describe an organic reaction: reactants, conditions, products, and yield Reactants: COC(=O)C1C2C(OC(C1)C2)=O (3-Oxo-2-oxa-bicyclo[2.2.1]heptane-5-carboxylic acid methyl ester), N[C@@H](CCC)C(=O)OC(C)(C)C (H-Nva-OtBu), CCN(C(C)C)C(C)C (DIEA), OC1=NC=CC=C1 (2-hydroxypyridine). Solvent: C1CCOC1 (THF). Yields the product COC(=O)[C@H]1[C@@H](C[C@@H](C1)O)C(N[C@@H](CCC)C(=O)OC(C)(C)C)=O ((1R,2R,4S)-2-((S)-1-tert-Butoxycarbonyl-butylcarbamoyl)-4-hydroxy-cyclopentanecarboxylic acid methyl ester). The yield is 95.8%. Reaction SMILES: [CH3:1][O:2][C:3]([CH:5]1[CH2:10][CH:9]2[CH2:11][CH:6]1[C:7](=[O:12])[O:8]2)=[O:4].[NH2:13][C@H:14]([C:18]([O:20][C:21]([CH3:24])([CH3:23])[CH3:22])=[O:19])[CH2:15][CH2:16][CH3:17].CCN(C(C)C)C(C)C.OC1C=CC=CN=1>C1COCC1>[CH3:1][O:2][C:3]([C@@H:5]1[CH2:10][C@@H:9]([OH:8])[CH2:11][C@H:6]1[C:7](=[O:12])[NH:13][C@H:14]([C:18]([O:20][C:21]([CH3:22])([CH3:24])[CH3:23])=[O:19])[CH2:15][CH2:16][CH3:17])=[O:4]. Procedure: Compound 41 (263 mg, 1.55 mmol) and H-Nva-OtBu (420 mg, 2.42 mmol) were dissolved in dry THF (20 mL). DIEA (530 uL, 3.04 mmol) and 2-hydroxypyridine (260 mg, 2.73 mmol) were added and the mixture was refluxed for five days. The solvent was evaporated and the crude product was purified by flash column chromatography (toluene/EtOAc 1:2) to give 42 (510 mg, 96%).